From a dataset of the Open Reaction Database (ORD), a public repository of structured organic reaction records. describe an organic reaction: reactants, conditions, products, and yield The reactants are C([O-])([O-])=O.[K+].[K+] (Potassium carbonate), C(C1=CC=CC=C1)(=O)NC(=O)NC1=NC=CC(=C1)CCC1=C(C=CC=C1)OC (1-benzoyl-3-{4-[2-(2-methoxy-phenyl)-ethyl]-pyridin-2-yl}-urea), Cl (HCl). Solvent: C(C)O (ethanol). Conditions: temperature 85 celsius, time 2 hour. The product is COC1=C(C=CC=C1)CCC1=CC(=NC=C1)NC(=O)N ({4-[2-(2-methoxy-phenyl)-ethyl]-pyridin-2-yl}-urea). As a reaction SMILES: C(=O)([O-])[O-].[K+].[K+].C([NH:15][C:16]([NH:18][C:19]1[CH:24]=[C:23]([CH2:25][CH2:26][C:27]2[CH:32]=[CH:31][CH:30]=[CH:29][C:28]=2[O:33][CH3:34])[CH:22]=[CH:21][N:20]=1)=[O:17])(=O)C1C=CC=CC=1.Cl>C(O)C>[CH3:34][O:33][C:28]1[CH:29]=[CH:30][CH:31]=[CH:32][C:27]=1[CH2:26][CH2:25][C:23]1[CH:22]=[CH:21][N:20]=[C:19]([NH:18][C:16]([NH2:15])=[O:17])[CH:24]=1 |f:0.1.2|. Procedure: Potassium carbonate (93.2 mg, 0.674 mmol) is added to a solution of the crude 1-benzoyl-3-{4-[2-(2-methoxy-phenyl)-ethyl]-pyridin-2-yl}-urea (211 mg) in absolute ethanol (3 mL), and the mixture is heated at 85° C. After 2 hours, the mixture is cooled to room temperature, neutralized with 1 M aqueous HCl to pH 7-8, and stirred over night. The mixture is filtered, and the solids are washed with EtOH (2×0.5 mL) and air dried. The solids are partitioned between ethyl acetate (10 mL) and saturated aq... Reactants: O1C(CCC1)C1=CC2=C(NC(=N2)C2=NC=CC=C2)C=C1OC=1C=NC(=CC1)S(=O)(=O)CC (5-(tetrahydrofuran-2-yl)-6-((6-(ethylsulfonyl)pyridin-3-yl)oxy)-2-pyridin-2-yl-1H-benzimidazole), CCCCCC.C(C)O (hexane ethanol). The product is C(C)S(=O)(=O)C1=CC=C(C=N1)OC=1C(=CC2=C(NC(=N2)C2=NC=CC=C2)C1)C(CCC=C)O (1-(6-((6-(ethylsulfonyl)pyridin-3-yl)oxy)-2-pyridin-2-yl-1H-benzimidazol-5-yl)pent-4-ene-1-ol). As a reaction SMILES: [O:1]1[CH2:5][CH2:4][CH2:3][CH:2]1[C:6]1[C:20]([O:21][C:22]2[CH:23]=[N:24][C:25]([S:28]([CH2:31][CH3:32])(=[O:30])=[O:29])=[CH:26][CH:27]=2)=[CH:19][C:9]2[NH:10][C:11]([C:13]3[CH:18]=[CH:17][CH:16]=[CH:15][N:14]=3)=[N:12][C:8]=2[CH:7]=1.[CH3:33]CCCCC.C(O)C>>[CH2:31]([S:28]([C:25]1[N:24]=[CH:23][C:22]([O:21][C:20]2[C:6]([CH:2]([OH:1])[CH2:3][CH2:4][CH:5]=[CH2:33])=[CH:7][C:8]3[N:12]=[C:11]([C:13]4[CH:18]=[CH:17][CH:16]=[CH:15][N:14]=4)[NH:10][C:9]=3[CH:19]=2)=[CH:27][CH:26]=1)(=[O:29])=[O:30])[CH3:32] |f:1.2|. Reported procedure: 1-(6-((6-(Ethylsulfonyl)pyridin-3-yl)oxy)-2-pyridin-2-yl-1H-benzimidazol-5-yl)pent-4-ene-1-ol (520 mg) obtained in Example 11 was optically resolved through an optical resolution column (CHIRALPAK OD 2 cmφ×25 cmL, by Daicel Chemical Industry, mobile phase: hexane/ethanol=1/1, flow rate: 10 ml/min) to obtain its enantiomer A (retention time, 11.7 min) and enantiomer B (retention time, 15.0 min) both as a yellow solid. Reactants: Fc1ccccc1Br, CCN(CC)CCCCOc1ccc2[nH]ccc2c1. Yields the product CCN(CC)CCCCOc1ccc2c(ccn2-c2ccccc2Br)c1. As a reaction SMILES: [Br:20][c:21]1[c:22]([F:27])[cH:23][cH:24][cH:25][cH:26]1.[CH2:1]([CH3:2])[N:3]([CH2:4][CH2:5][CH2:6][CH2:7][O:8][c:9]1[cH:10][c:11]2[cH:12][cH:13][nH:14][c:15]2[cH:16][cH:17]1)[CH2:18][CH3:19]>>[CH2:1]([CH3:2])[N:3]([CH2:4][CH2:5][CH2:6][CH2:7][O:8][c:9]1[cH:10][c:11]2[cH:12][cH:13][n:14](-[c:22]3[c:21]([Br:20])[cH:26][cH:25][cH:24][cH:23]3)[c:15]2[cH:16][cH:17]1)[CH2:18][CH3:19]. Procedure: 41 parts of 6-fluoroisatin are suspended in 500 parts of glacial acetic acid and 15 parts of concentrated sulfuric acid and 100 parts of 30 percent strength hydrogen peroxide solution are added at 30° C. A slightly exothermic reaction is observed and at 40°-45° C. a clear solution is temporarily produced. The temperature is not allowed to rise above 50° C., and after one hour the mixture is cooled to room temperature. The precipitate is filtered off and washed. 38 parts of 7-fluoroisatoic anhydr... Yields the product C1=CC2=C(C=C1F)NC(=O)OC2=O (7-fluoroisatoic anhydride). The solvent is C(C)(=O)O (acetic acid). Starting materials: FC1=CC=C2C(C(NC2=C1)=O)=O (6-fluoroisatin), S(O)(O)(=O)=O (sulfuric acid), OO (hydrogen peroxide). RXN SMILES: [F:1][C:2]1[CH:10]=[C:9]2[C:5]([C:6](=[O:12])[C:7](=[O:11])[NH:8]2)=[CH:4][CH:3]=1.S(=O)(=O)(O)[OH:14].OO>C(O)(=O)C>[CH:3]1[C:2]([F:1])=[CH:10][C:9]2[NH:8][C:7]([O:14][C:6](=[O:12])[C:5]=2[CH:4]=1)=[O:11].